Dataset: the Open Reaction Database (ORD), a public repository of structured organic reaction records. Task: describe an organic reaction: reactants, conditions, products, and yield The reactants are S(O)(O)(=O)=O (sulphuric acid), N\C(=C/C#N)\C (3-Aminocrotononitrile), ClC1=C(C(=CC(=C1)C(F)(F)F)Cl)NN (2,6-dichloro-4-trifluoromethylphenylhydrazine), S(O)(O)(=O)=O (sulphuric acid). Solvent: C(C)O (ethanol). Reaction conditions: time 18 hour. Yields the product NC1=CC(=NN1C1=C(C=C(C=C1Cl)C(F)(F)F)Cl)C (5-Amino-1-(2,6-dichloro-4-trifluoromethylphenyl)-3-methylpyrazole). RXN SMILES: [NH2:1]/[C:2](/[CH3:6])=[CH:3]\[C:4]#[N:5].[Cl:7][C:8]1[CH:13]=[C:12]([C:14]([F:17])([F:16])[F:15])[CH:11]=[C:10]([Cl:18])[C:9]=1[NH:19]N.S(=O)(=O)(O)O>C(O)C>[NH2:5][C:4]1[N:19]([C:9]2[C:10]([Cl:18])=[CH:11][C:12]([C:14]([F:17])([F:15])[F:16])=[CH:13][C:8]=2[Cl:7])[N:1]=[C:2]([CH3:6])[CH:3]=1. Reported procedure: 3-Aminocrotononitrile (5.0 g) was added to a stirred solution of 2,6-dichloro-4-trifluoromethylphenylhydrazine (15.0 g) in ethanol (100 ml), then the resulting solution treated with concentrated sulphuric acid (1.0 ml) to produce a white solid precipitate. The mixture was heated under reflux for 6 hours, allowed to cool and stirred for a further 18 hours at room temperature; this cycle was repeated, then more concentrated sulphuric acid (4 ml) added. The reaction mixture was heated at 60° C. for... The reactants are BrC1=CN=C2N1C=CN=C2NCCO (2-(3-bromo-imidazo[1,2-a]pyrazin-8-ylamino)-ethanol), CSC1=NC=CC(=N1)[Sn](CCCC)(CCCC)CCCC (2-methylsulfanyl-4-tributylstannanyl-pyrimidine), CN (methylamine). Yields the product CNC1=NC=CC(=N1)C1=CN=C2N1C=CN=C2NCCO (2-[3-(2-Methylamino-pyrimidin-4-yl)-imidazo[1,2-a]pyrazin-8-ylamino]-ethanol). RXN SMILES: Br[C:2]1[N:6]2[CH:7]=[CH:8][N:9]=[C:10]([NH:11][CH2:12][CH2:13][OH:14])[C:5]2=[N:4][CH:3]=1.CS[C:17]1[N:22]=[C:21]([Sn](CCCC)(CCCC)CCCC)[CH:20]=[CH:19][N:18]=1.[CH3:36][NH2:37]>>[CH3:36][NH:37][C:17]1[N:22]=[C:21]([C:2]2[N:6]3[CH:7]=[CH:8][N:9]=[C:10]([NH:11][CH2:12][CH2:13][OH:14])[C:5]3=[N:4][CH:3]=2)[CH:20]=[CH:19][N:18]=1. Procedure details: 2-[3-(2-Methylamino-pyrimidin-4-yl)-imidazo[1,2-a]pyrazin-8-ylamino]-ethanol was prepared by a process analogous to that described in Example 12 starting from 2-(3-bromo-imidazo[1,2-a]pyrazin-8-ylamino)-ethanol (from Example 2 supra), 2-methylsulfanyl-4-tributylstannanyl-pyrimidine, and methylamine. LC-MS: [M+H]+ 286.2. The reactants are CC=1N=CN(C1C=O)C(C)C (4-methyl-1-(propan-2-yl)-1H-imidazole-5-carbaldehyde), [BH4-].[Na+] (sodium borohydride), O (Water). The solvent is CO (methanol). Reaction conditions: time 3 hour. The product is CC=1N=CN(C1CO)C(C)C ([4-methyl-1-(propan-2-yl)-1H-imidazol-5-yl]methanol). Isolated yield 74.7%. As a reaction SMILES: [CH3:1][C:2]1[N:3]=[CH:4][N:5]([CH:9]([CH3:11])[CH3:10])[C:6]=1[CH:7]=[O:8].[BH4-].[Na+].O>CO>[CH3:1][C:2]1[N:3]=[CH:4][N:5]([CH:9]([CH3:11])[CH3:10])[C:6]=1[CH2:7][OH:8] |f:1.2|. Procedure: To a 0° C. solution of 4-methyl-1-(propan-2-yl)-1H-imidazole-5-carbaldehyde (924 mg, 6.1 mmol) in anhydrous methanol (75 mL) was added sodium borohydride (425 mg, 11.2 mmol). The reaction mixture was stirred at room temperature for 3 hours. Water (20 mL) was added. Methanol was evaporated. The resultant mixture was extracted with EtOAc (1×20 mL) and 2-butanol (2×20 mL). The solution was dried over MgSO4, filtered, evaporated, and dried in vacuo, affording [4-methyl-1-(propan-2-yl)-1H-imidazol-5-... Starting materials: ClC1=NC=C(N=C1C)C (2-chloro-3,5-dimethylpyrazine), C(=O)(OC(C)(C)C)N1CCNCC1 (1-Boc-piperazine), C1(CCCCC1)P(C1=C(C=CC=C1)C1=C(C=C(C=C1C(C)C)C(C)C)C(C)C)C1CCCCC1 (2-(dicyclohexylphosphino)-2′,4′,6′-triisopropyl-1,1′-biphenyl), CC(C)([O-])C.[Na+] (sodium tert-butoxide). Reagents/catalysts: C(C)(=O)[O-].[Pd+2].C(C)(=O)[O-] (palladium(II) acetate). Solvent: C1(=CC=CC=C1)C (toluene). The product is C(C)(C)(C)OC(=O)N1C(CNCC1)C1=NC=C(N=C1C)C ((3,5-dimethylpyrazin-2-yl)piperazine-1-carboxylic acid tert-butyl ester). Yield: 87.1%. RXN SMILES: Cl[C:2]1[C:7]([CH3:8])=[N:6][C:5]([CH3:9])=[CH:4][N:3]=1.[C:10]([N:17]1[CH2:22][CH2:21][NH:20][CH2:19][CH2:18]1)([O:12][C:13]([CH3:16])([CH3:15])[CH3:14])=[O:11].C1(P(C2CCCCC2)C2C=CC=CC=2C2C(C(C)C)=CC(C(C)C)=CC=2C(C)C)CCCCC1.CC(C)([O-])C.[Na+]>C([O-])(=O)C.[Pd+2].C([O-])(=O)C.C1(C)C=CC=CC=1>[C:13]([O:12][C:10]([N:17]1[CH2:22][CH2:21][NH:20][CH2:19][CH:18]1[C:2]1[C:7]([CH3:8])=[N:6][C:5]([CH3:9])=[CH:4][N:3]=1)=[O:11])([CH3:16])([CH3:14])[CH3:15] |f:3.4,5.6.7|. Reported procedure: Under a nitrogen stream, to a mixture of 2-chloro-3,5-dimethylpyrazine (2.8 g), 1-Boc-piperazine (3.7 g), palladium(II) acetate (225 mg), 2-(dicyclohexylphosphino)-2′,4′,6′-triisopropyl-1,1′-biphenyl (953 mg) and sodium tert-butoxide (2.7 g) was added toluene (40 mL), and the mixture was stirred with heating under reflux for 8 hr. After cooling, the mixture was extracted with ethyl acetate. The organic layer was washed with saturated brine, and the solvent was evaporated. The obtained residue wa... Starting materials: FC1=C(C=CC(=C1)F)NC(N(CCCCCO)CCCCCCC)=O (N'-(2,4-difluorophenyl)-N-heptyl-N-5-hydroxypentylurea), C(Br)(Br)(Br)Br (carbon tetrabromide), C1(=CC=CC=C1)P(C1=CC=CC=C1)C1=CC=CC=C1 (triphenylphosphine). Run in C(Cl)Cl (methylene chloride), C(Cl)Cl (methylene chloride). Run at time 3 hour. The product is BrCCCCCN(C(=O)NC1=C(C=C(C=C1)F)F)CCCCCCC (N-(5-bromopentyl)-N'-(2,4-difluorophenyl)-N-heptylurea). The yield is 100.0%. As a reaction SMILES: [F:1][C:2]1[CH:7]=[C:6]([F:8])[CH:5]=[CH:4][C:3]=1[NH:9][C:10](=[O:25])[N:11]([CH2:18][CH2:19][CH2:20][CH2:21][CH2:22][CH2:23][CH3:24])[CH2:12][CH2:13][CH2:14][CH2:15][CH2:16]O.C(Br)(Br)(Br)[Br:27].C1(P(C2C=CC=CC=2)C2C=CC=CC=2)C=CC=CC=1>C(Cl)Cl>[Br:27][CH2:16][CH2:15][CH2:14][CH2:13][CH2:12][N:11]([CH2:18][CH2:19][CH2:20][CH2:21][CH2:22][CH2:23][CH3:24])[C:10]([NH:9][C:3]1[CH:4]=[CH:5][C:6]([F:8])=[CH:7][C:2]=1[F:1])=[O:25]. Reported procedure: Part D. To a solution of N'-(2,4-difluorophenyl)-N-heptyl-N-5-hydroxypentylurea (15.0 g, 0.042 mol) and carbon tetrabromide (16.75 g, 0.051 mol) in methylene chloride (350 mL) under a nitrogen atmosphere at ambient temperature, a solution of triphenylphosphine (13.24 g, 0.051 mol) in methylene chloride (100 mL) was added slowly. The reaction mixture was stirred for 3 hours and was concentrated in vacuo to give crude viscous oil. The product was purified by flash chromatography on silica gel (400... Reactants: C1CCNCC1, CC(=O)O, Cc1ccccc1, O=Cc1cc(Cl)ccc1O, O=C1CSC(=O)N1Cc1cc(C(F)(F)F)cc(C(F)(F)F)c1, O. Yields the product O=C1SC(=Cc2cc(Cl)ccc2O)C(=O)N1Cc1cc(C(F)(F)F)cc(C(F)(F)F)c1. As a reaction SMILES: [CH2:23]1[CH2:24][CH2:25][NH:26][CH2:27][CH2:28]1.[CH3:29][C:30](=[O:31])[OH:32].[CH3:44][c:45]1[cH:46][cH:47][cH:48][cH:49][cH:50]1.[Cl:33][c:34]1[cH:35][cH:36][c:37]([OH:42])[c:38]([CH:39]=[O:40])[cH:41]1.[F:1][C:2]([c:3]1[cH:4][c:5]([CH2:6][N:7]2[C:8](=[O:13])[S:9][CH2:10][C:11]2=[O:12])[cH:14][c:15]([C:17]([F:18])([F:19])[F:20])[cH:16]1)([F:21])[F:22].[OH2:43]>>[F:1][C:2]([c:3]1[cH:4][c:5]([CH2:6][N:7]2[C:8](=[O:13])[S:9][C:10](=[CH:39][c:38]3[c:37]([OH:42])[cH:36][cH:35][c:34]([Cl:33])[cH:41]3)[C:11]2=[O:12])[cH:14][c:15]([C:17]([F:18])([F:19])[F:20])[cH:16]1)([F:21])[F:22]. The reactants are CNC(CC=1C=C2C=C(NC2=CC1)[Si](C)(C)C)=O (N-Methyl-2-(trimethylsilyl)-1H-indole-5-acetamide), aqueous solution. The solvent is CC#N (CH3CN). Conditions: time 1.5 hour. Yields the product CNC(CC=1C=C2C=CNC2=CC1)=O (N-Methyl-1H-indole-5-acetamide). Yield: 47.5%. As a reaction SMILES: [CH3:1][NH:2][C:3](=[O:18])[CH2:4][C:5]1[CH:6]=[C:7]2[C:11](=[CH:12][CH:13]=1)[NH:10][C:9]([Si](C)(C)C)=[CH:8]2>CC#N>[CH3:1][NH:2][C:3](=[O:18])[CH2:4][C:5]1[CH:6]=[C:7]2[C:11](=[CH:12][CH:13]=1)[NH:10][CH:9]=[CH:8]2. Procedure details: N-Methyl-2-(trimethylsilyl)-1H-indole-5-acetamide (8) (2.5 g, 0.00961 mol) was dissolved in CH3CN (50 mL) and HF (1.9 g of a 50% aqueous solution, 0.048 mol) was added. The mixture was stirred at RT for 1.5 h. The solvent was removed in vacuo and the residue was dissolved in EtOAc. The organic phase was extracted with saturated aqueous NaHCO3 and then with brine, dried over MgSO4, filtered and evaporated in vacuo. Silica gel chromatography (10-100% EtOAc gradient in hexane) of the concentrate af... Reactants: C(C)O (ethanol), [OH-].[Na+] (sodium hydroxide), CN(CCCOC1=CC=C(C=C1)C1=NN(C2=NC=CC=C21)CC(=O)OCC)C (ethyl 3-[4-(3-dimethylaminopropoxy)phenyl]-1H-pyrazolo[3,4-b]pyridin-1-ylacetate), Cl (hydrochloric acid). The solvent is O (water). Conditions: time 2 hour. Product: CN(CCCOC1=CC=C(C=C1)C1=NN(C2=NC=CC=C21)CC(=O)O)C (3-[4-(3-dimethylaminopropoxy)phenyl]-1H-pyrazolo[3,4-b]pyridin-1-ylacetic acid). RXN SMILES: C(O)C.[OH-].[Na+].[CH3:6][N:7]([CH3:33])[CH2:8][CH2:9][CH2:10][O:11][C:12]1[CH:17]=[CH:16][C:15]([C:18]2[C:26]3[C:21](=[N:22][CH:23]=[CH:24][CH:25]=3)[N:20]([CH2:27][C:28]([O:30]CC)=[O:29])[N:19]=2)=[CH:14][CH:13]=1.Cl>O>[CH3:33][N:7]([CH3:6])[CH2:8][CH2:9][CH2:10][O:11][C:12]1[CH:13]=[CH:14][C:15]([C:18]2[C:26]3[C:21](=[N:22][CH:23]=[CH:24][CH:25]=3)[N:20]([CH2:27][C:28]([OH:30])=[O:29])[N:19]=2)=[CH:16][CH:17]=1 |f:1.2|. Procedure: To a solution of 90 mg of ethanol, 40 ml of water and 2.0 g of sodium hydroxide was added 13 g of ethyl 3-[4-(3-dimethylaminopropoxy)phenyl]-1H-pyrazolo[3,4-b]pyridin-1-ylacetate. The mixture was stirred at room temperature for 2 hours. After the completion of the reaction, the reaction mixture was adjusted to pH 7 by dilute hydrochloric acid. The mixture was purified with ion-exchange resin (Diaion HP-20) and recrystallized from hydrous methanol to give 3-[4-(3-dimethylaminopropoxy)phenyl]-1H-p...